From a dataset of the Open Reaction Database (ORD), a public repository of structured organic reaction records. describe an organic reaction: reactants, conditions, products, and yield The reactants are ClC1=C(C(=O)OC(C)C)C=C(C(=C1)F)N1C(NC(=CC1=O)C(C(F)(F)F)(F)F)=O (isopropyl 2-chloro-5-[3,6-dihydro-2,6-dioxo-4-pentafluoroethyl-1(2H)-pyrimidinyl]-4-fluorobenzoate), P(=O)(Cl)(Cl)Cl (phosphorus oxychloride). Solvent: N1=CC=CC=C1 (pyridine). The product is ClC1=C(C(=O)OC(C)C)C=C(C(=C1)F)N1C(=NC(=CC1=O)C(C(F)(F)F)(F)F)Cl (isopropyl 2-chloro-5-[2-chloro-6-oxo-4-pentafluoroethyl-1(6H)-pyrimidinyl]4-fluorobenzoate). RXN SMILES: [Cl:1][C:2]1[CH:13]=[C:12]([F:14])[C:11]([N:15]2[C:20](=[O:21])[CH:19]=[C:18]([C:22]([F:28])([F:27])[C:23]([F:26])([F:25])[F:24])[NH:17][C:16]2=O)=[CH:10][C:3]=1[C:4]([O:6][CH:7]([CH3:9])[CH3:8])=[O:5].P(Cl)(Cl)([Cl:32])=O>N1C=CC=CC=1>[Cl:1][C:2]1[CH:13]=[C:12]([F:14])[C:11]([N:15]2[C:20](=[O:21])[CH:19]=[C:18]([C:22]([F:27])([F:28])[C:23]([F:26])([F:25])[F:24])[N:17]=[C:16]2[Cl:32])=[CH:10][C:3]=1[C:4]([O:6][CH:7]([CH3:8])[CH3:9])=[O:5]. Procedure details: using isopropyl 2-chloro-5-[3,6-dihydro-2,6-dioxo-4-pentafluoroethyl-1(2H)-pyrimidinyl]-4-fluorobenzoate with phosphorus oxychloride and pyridine within 1 hour at room temperature there is obtained isopropyl 2-chloro-5-[2-chloro-6-oxo-4-pentafluoroethyl-1(6H)-pyrimidinyl]4-fluorobenzoate, 1H-NMR (CDCl3, 60 MHz): 7.90 ppm (d,1H), 7.48 ppm (d,1H), 6.96 ppm (s,1H), 5.30 ppm (m,1H), 1.40 ppm (d,6H); The reactants are C(C1=CC=CC=C1)OC(=O)N[C@H]1CC(=O)OC1=O (N-benzyloxycarbonyl-L-aspartic anhydride), O (water), carboxylic acid, S(=O)(=O)(O)O.COC([C@@H](N)CC1=CC=CC=C1)=O (L-phenylalanine methyl ester sulfate), C(C)(=O)[O-].[Na+] (sodium acetate). The solvent is C(C)(=O)O (acetic acid). Reaction conditions: time 4 hour. Yields the product COC([C@@H](NC([C@@H](NC(=O)OCC1=CC=CC=C1)CC(O)=O)=O)CC1=CC=CC=C1)=O (N-benzyloxycarbonyl-α-L-aspartyl-L-phenylalanine methyl ester). The yield is 73.1%. As a reaction SMILES: [CH2:1]([O:8][C:9]([NH:11][C@@H:12]1[C:17](=[O:18])[O:16][C:14](=[O:15])[CH2:13]1)=[O:10])[C:2]1[CH:7]=[CH:6][CH:5]=[CH:4][CH:3]=1.S(O)(O)(=O)=O.[CH3:24][O:25][C:26](=[O:36])[C@H:27]([CH2:29][C:30]1[CH:35]=[CH:34][CH:33]=[CH:32][CH:31]=1)[NH2:28].C([O-])(=O)C.[Na+].O>C(O)(=O)C>[CH3:24][O:25][C:26](=[O:36])[C@H:27]([CH2:29][C:30]1[CH:35]=[CH:34][CH:33]=[CH:32][CH:31]=1)[NH:28][C:17](=[O:18])[C@H:12]([CH2:13][C:14](=[O:15])[OH:16])[NH:11][C:9]([O:8][CH2:1][C:2]1[CH:7]=[CH:6][CH:5]=[CH:4][CH:3]=1)=[O:10] |f:1.2,3.4|. Procedure details: In 100.4 g of acetic acid, 25.1 g (0.1 mole) of N-benzyloxycarbonyl-L-aspartic anhydride was suspended and 22.7 g (0.1 mole) of L-phenylalanine methyl ester sulfate was added with stirring at 5°-10° C. Successively 17.6 g (0.21 mole) of sodium acetate was added at the same temperature. The reaction was carried out for 4 hours with stirring at the same temperature. Thereafter 87.1 g of water was added to the reaction mixture to adjust the concentration of organic carboxylic acid to 53.5% by weigh... Yield: 80.7%. Conditions: temperature 50 celsius, time 8 hour. The solvent is CN(C)C=O (DMF), EtOAc hexanes, O (water). Reported procedure: To a solution of 2-bromo-5-hydroxybenzaldehyde (5 g, 24.87 mmol) in DMF (20 mL) was added iodoethane (5.82 g, 37.3 mmol) and K2CO3 (6.88 g, 49.7 mmol) portion wise. The resulting reaction mixture was stirred at 50° C. overnight. After cooling, the mixture was diluted with EtOAc/hexanes (1:1) and water. Layers were separated and the organic layer was washed with brine, dried over sodium sulfate, filtered and concentrated to give the title intermediate (4.6 g) as white solid. Product: BrC1=C(C=O)C=C(C=C1)OCC (2-bromo-5-ethoxybenzaldehyde). As a reaction SMILES: [Br:1][C:2]1[CH:9]=[CH:8][C:7]([OH:10])=[CH:6][C:3]=1[CH:4]=[O:5].I[CH2:12][CH3:13].C([O-])([O-])=O.[K+].[K+]>CN(C=O)C.O>[Br:1][C:2]1[CH:9]=[CH:8][C:7]([O:10][CH2:12][CH3:13])=[CH:6][C:3]=1[CH:4]=[O:5] |f:2.3.4|. Starting materials: BrC1=C(C=O)C=C(C=C1)O (2-bromo-5-hydroxybenzaldehyde), ICC (iodoethane), C(=O)([O-])[O-].[K+].[K+] (K2CO3). The reactants are [Na].NC1=C(C2=CC=C(C=CC2=C1C(=O)OCC)CC(NO)=O)C(=O)OCC (diethyl 2-amino-6-[(hydroxycarbamoyl)-methyl]-azulene-1,3-dicarboxylate sodium), ClCC(=O)N (2-chloroacetamide). Product: NC1=C(C2=CC=C(C=CC2=C1C(=O)OCC)CC(NOCC(=O)N)=O)C(=O)OCC (Diethyl 2-amino-6-[(2-amino-2-oxo-ethoxycarbamoyl)-methyl]-azulene-1,3-dicarboxylate). Isolated yield 26.0%. Reaction SMILES: [Na].[NH2:2][C:3]1[C:12]([C:13]([O:15][CH2:16][CH3:17])=[O:14])=[C:11]2[C:5](=[CH:6][CH:7]=[C:8]([CH2:18][C:19](=[O:22])[NH:20][OH:21])[CH:9]=[CH:10]2)[C:4]=1[C:23]([O:25][CH2:26][CH3:27])=[O:24].Cl[CH2:29][C:30]([NH2:32])=[O:31]>>[NH2:2][C:3]1[C:12]([C:13]([O:15][CH2:16][CH3:17])=[O:14])=[C:11]2[C:5](=[CH:6][CH:7]=[C:8]([CH2:18][C:19](=[O:22])[NH:20][O:21][CH2:29][C:30]([NH2:32])=[O:31])[CH:9]=[CH:10]2)[C:4]=1[C:23]([O:25][CH2:26][CH3:27])=[O:24] |f:0.1,^1:0|. Procedure: In an analogous manner to that described in Example 1, from diethyl 2-amino-6-[(hydroxycarbamoyl)-methyl]-azulene-1,3-dicarboxylate sodium and 2-chloroacetamide the title compound of m.p. 208-210° C. is obtained in 26% yield. The reactants are [H-].[Na+] (NaH), C(C)C(CC)C=1C=2N(N=C(C1)C)C(=C(N2)C)C2=C(OC1=C2C=CC=C1[C@H](C)O)C ((S)-1-{3-[8-(1-ethyl-propyl)-2,6-dimethyl-imidazo[1,2-b]pyridazin-3-yl]-2-methyl-benzofuran-7-yl}-ethanol), CI (CH3I). Run in C1CCOC1 (THF). Run at temperature 0 celsius, time 30 minute. Yields the product C(C)C(CC)C=1C=2N(N=C(C1)C)C(=C(N2)C)C2=C(OC1=C2C=CC=C1[C@H](C)OC)C ((S)-8-(1-Ethyl-propyl)-3-[7-(1-methoxy-ethyl)-2-methyl-benzofuran-3-yl]-2,6-dimethyl-imidazo[1,2-b]pyridazine). Yield: 82.0%. Reaction SMILES: [CH2:1]([CH:3]([C:6]1[C:7]2[N:8]([C:13]([C:17]3[C:21]4[CH:22]=[CH:23][CH:24]=[C:25]([C@@H:26]([OH:28])[CH3:27])[C:20]=4[O:19][C:18]=3[CH3:29])=[C:14]([CH3:16])[N:15]=2)[N:9]=[C:10]([CH3:12])[CH:11]=1)[CH2:4][CH3:5])[CH3:2].[H-].[Na+].[CH3:32]I>C1COCC1>[CH2:1]([CH:3]([C:6]1[C:7]2[N:8]([C:13]([C:17]3[C:21]4[CH:22]=[CH:23][CH:24]=[C:25]([C@@H:26]([O:28][CH3:32])[CH3:27])[C:20]=4[O:19][C:18]=3[CH3:29])=[C:14]([CH3:16])[N:15]=2)[N:9]=[C:10]([CH3:12])[CH:11]=1)[CH2:4][CH3:5])[CH3:2] |f:1.2|. Procedure: A solution of (S)-1-{3-[8-(1-ethyl-propyl)-2,6-dimethyl-imidazo[1,2-b]pyridazin-3-yl]-2-methyl-benzofuran-7-yl}-ethanol (0.19 g, 0.50 mmol) in THF (5 mL) is cooled to 0° C., treated with 60% NaH (23 mg, 0.56 mmol). The mixture is stirred at 0° C. for 30 min. CH3I (47 uL, 0.76 mmol) is added and the resulting mixture is stirred at 0° C. for 1 h and gradually warmed to rt. and stirred at rt overnight. The excess reagent is removed in vacuo. The residue is taked up with H2O (20 mL) and EtOAc (50 mL... Starting materials: C(C1=CC=CC=C1)OC([C@@H](NC(=O)N1CCOCC1)C(C)C)=O (N-morpholinocarbonyl-(L)-valine-benzyl ester), [H][H] (hydrogen). The reagents and catalysts are [Pd] (palladium on carbon). The solvent is C(C)(=O)OCC (ethyl acetate). Yields the product O1CCN(CC1)C(=O)N[C@@H](C(C)C)C(=O)O (N-Morpholinocarbonyl-(L)-valine). Reaction SMILES: C([O:8][C:9](=[O:23])[C@H:10]([CH:20]([CH3:22])[CH3:21])[NH:11][C:12]([N:14]1[CH2:19][CH2:18][O:17][CH2:16][CH2:15]1)=[O:13])C1C=CC=CC=1.[H][H]>C(OCC)(=O)C.[Pd]>[O:17]1[CH2:18][CH2:19][N:14]([C:12]([NH:11][C@H:10]([C:9]([OH:23])=[O:8])[CH:20]([CH3:22])[CH3:21])=[O:13])[CH2:15][CH2:16]1. Procedure: 2.7 g (8.4 mmol) of N-morpholinocarbonyl-(L)-valine-benzyl ester are dissolved in 75 ml of ethyl acetate and the solution is hydrogenated for 3 h in the presence of 500 mg of 10% palladium on carbon at 1 atm hydrogen pressure and RT. The catalyst is filtered off and, after concentrating the solvent by evaporation, the title compound is obtained in the form of a colourless oil. 1H-NMR (300 MHz, CD3OD): 4.15 (m, 1H), 3.65 (m, 4H), 3.40 (m, 4H), 2.12 (m, 1H), 0.95 (2d, 6H). Starting materials: CCOC(=O)c1oc2c(C(=O)c3ccc(Cl)cc3)cc(C(C)(C)C)c(O)c2c1C, Cl, [K+], [OH-], O. Yields the product Cc1c(C(=O)O)oc2c(C(=O)c3ccc(Cl)cc3)cc(C(C)(C)C)c(O)c12. As a reaction SMILES: [CH3:1][c:2]1[c:3]([C:25](=[O:26])[O:27][CH2:28][CH3:29])[o:4][c:5]2[c:6]1[c:7]([OH:24])[c:8]([C:20]([CH3:21])([CH3:22])[CH3:23])[cH:9][c:10]2[C:11]([c:12]1[cH:13][cH:14][c:15]([Cl:18])[cH:16][cH:17]1)=[O:19].[ClH:32].[K+:31].[OH-:30].[OH2:33]>>[CH3:1][c:2]1[c:3]([C:25](=[O:26])[OH:27])[o:4][c:5]2[c:6]1[c:7]([OH:24])[c:8]([C:20]([CH3:21])([CH3:22])[CH3:23])[cH:9][c:10]2[C:11]([c:12]1[cH:13][cH:14][c:15]([Cl:18])[cH:16][cH:17]1)=[O:19]. Starting materials: CC(O[Si](C)(C)C(C)(C)C)C(O)C=Cc1cccc2oc(-c3ccc(Cl)cc3)nc12, CCOC(C)=O. Yields the product CC(O[Si](C)(C)C(C)(C)C)C(O)CCc1cccc2oc(-c3ccc(Cl)cc3)nc12. RXN SMILES: [C:1]([CH3:2])([CH3:3])([CH3:4])[Si:5]([O:6][CH:7]([CH:8]([CH:9]=[CH:10][c:11]1[cH:12][cH:13][cH:14][c:15]2[c:16]1[n:17][c:18](-[c:20]1[cH:21][cH:22][c:23]([Cl:26])[cH:24][cH:25]1)[o:19]2)[OH:27])[CH3:28])([CH3:29])[CH3:30].[CH3:31][CH2:32][O:33][C:34]([CH3:35])=[O:36]>>[C:1]([CH3:2])([CH3:3])([CH3:4])[Si:5]([O:6][CH:7]([CH:8]([CH2:9][CH2:10][c:11]1[cH:12][cH:13][cH:14][c:15]2[c:16]1[n:17][c:18](-[c:20]1[cH:21][cH:22][c:23]([Cl:26])[cH:24][cH:25]1)[o:19]2)[OH:27])[CH3:28])([CH3:29])[CH3:30]. Reactants: C, CCO, [H][H], [Pd], OCC=Cc1ccc(Cc2cccnc2)cc1. Product: OCCCc1ccc(Cc2cccnc2)cc1. RXN SMILES: [C:23].[CH3:20][CH2:21][OH:22].[H:18][H:19].[Pd:24].[n:1]1[cH:2][c:3]([CH2:7][c:8]2[cH:9][cH:10][c:11]([CH:14]=[CH:15][CH2:16][OH:17])[cH:12][cH:13]2)[cH:4][cH:5][cH:6]1>>[n:1]1[cH:2][c:3]([CH2:7][c:8]2[cH:9][cH:10][c:11]([CH2:14][CH2:15][CH2:16][OH:17])[cH:12][cH:13]2)[cH:4][cH:5][cH:6]1.